From a dataset of the Open Reaction Database (ORD), a public repository of structured organic reaction records. describe an organic reaction: reactants, conditions, products, and yield Reactants: COC(=O)CCC(=O)c1ccccc1, CC(=O)[O-], CO, Cl, NO, [Na+]. The product is COC(=O)CCC(=NO)c1ccccc1. As a reaction SMILES: [C:1]([c:2]1[cH:3][cH:4][cH:5][cH:6][cH:7]1)(=[O:8])[CH2:9][CH2:10][C:11](=[O:12])[O:13][CH3:14].[CH3:19][C:20](=[O:21])[O-:22].[CH3:23][OH:24].[ClH:15].[NH2:16][OH:17].[Na+:18]>>[C:1]([c:2]1[cH:3][cH:4][cH:5][cH:6][cH:7]1)([CH2:9][CH2:10][C:11](=[O:12])[O:13][CH3:14])=[N:16][OH:17]. Reactants: ClC1=C(C=C(C#N)C=C1[N+](=O)[O-])OC[C@H]1N(CCOC1)CC1=C(C=C(C=C1)OC)OC ((S)-4-chloro-3-((4-(2,4-dimethoxybenzyl)morpholin-3-yl)methoxy)-5-nitrobenzonitrile). The reagents and catalysts are [Zn] (Zinc), [Zn] (zinc). The solvent is CO (methanol), [Cl-].[NH4+] (ammonium chloride), ClCCl (dichloromethane), [Cl-].[NH4+] (ammonium chloride). Conditions: time 2 hour. Product: NC=1C=C(C#N)C=C(C1Cl)OC[C@H]1N(CCOC1)CC1=C(C=C(C=C1)OC)OC ((S)-3-amino-4-chloro-5-((4-(2,4-dimethoxybenzyl)morpholin-3-yl)methoxy)benzonitrile). The yield is 77.8%. Reaction SMILES: [Cl:1][C:2]1[C:9]([N+:10]([O-])=O)=[CH:8][C:5]([C:6]#[N:7])=[CH:4][C:3]=1[O:13][CH2:14][C@@H:15]1[CH2:20][O:19][CH2:18][CH2:17][N:16]1[CH2:21][C:22]1[CH:27]=[CH:26][C:25]([O:28][CH3:29])=[CH:24][C:23]=1[O:30][CH3:31]>CO.ClCCl.[Cl-].[NH4+].[Zn]>[NH2:10][C:9]1[CH:8]=[C:5]([CH:4]=[C:3]([O:13][CH2:14][C@@H:15]2[CH2:20][O:19][CH2:18][CH2:17][N:16]2[CH2:21][C:22]2[CH:27]=[CH:26][C:25]([O:28][CH3:29])=[CH:24][C:23]=2[O:30][CH3:31])[C:2]=1[Cl:1])[C:6]#[N:7] |f:3.4|. Procedure details: Zinc (107 mg, 1.630 mmol) was added to a mixture of (S)-4-chloro-3-((4-(2,4-dimethoxybenzyl)morpholin-3-yl)methoxy)-5-nitrobenzonitrile (isomer B, 73 mg, 0.163 mmol) and ammonium chloride (174 mg, 3.26 mmol) in methanol (5 mL) and the reaction mixture was stirred at room temperature for 2 hours. More zinc (107 mg, 1.630 mmol) was added and stirring continued until reactions complete. The reaction mixture was diluted with dichloromethane and ammonium chloride precipitated. Solids were filtered an... Reactants: ClC1=CC=C(C=C1)C(C=1C=C2C(=CC(NC2=CC1)=O)Br)C1=CC=C(C=C1)Cl (6-[bis(4-chlorophenyl)methyl]-4-bromo-1,2-dihydroquinolin-2-one), BrCC(=O)N (2-bromoacetamide), CN(C=O)C (N,N-dimethylformamide), [H-].[Na+] (sodium hydride). Reaction conditions: time 2 hour. Product: ClC1=CC=C(C=C1)C(C=1C=C2C(=CC(N(C2=CC1)CC(=O)N)=O)Br)C1=CC=C(C=C1)Cl (2-[6-[bis(4-chlorophenyl)methyl]-4-bromo-2-oxo-1,2-dihydroquinolin-1-yl]acetamide). RXN SMILES: [Cl:1][C:2]1[CH:7]=[CH:6][C:5]([CH:8]([C:21]2[CH:26]=[CH:25][C:24]([Cl:27])=[CH:23][CH:22]=2)[C:9]2[CH:10]=[C:11]3[C:16](=[CH:17][CH:18]=2)[NH:15][C:14](=[O:19])[CH:13]=[C:12]3[Br:20])=[CH:4][CH:3]=1.CN(C)C=O.[H-].[Na+].Br[CH2:36][C:37]([NH2:39])=[O:38]>>[Cl:1][C:2]1[CH:3]=[CH:4][C:5]([CH:8]([C:21]2[CH:26]=[CH:25][C:24]([Cl:27])=[CH:23][CH:22]=2)[C:9]2[CH:10]=[C:11]3[C:16](=[CH:17][CH:18]=2)[N:15]([CH2:36][C:37]([NH2:39])=[O:38])[C:14](=[O:19])[CH:13]=[C:12]3[Br:20])=[CH:6][CH:7]=1 |f:2.3|. Procedure: Into a 25-mL round-bottom flask, was placed 6-[bis(4-chlorophenyl)methyl]-4-bromo-1,2-dihydroquinolin-2-one (300 mg, 0.65 mmol, 1.00 equip), N,N-dimethylformamide (10 mg, 0.14 mmol, 0.21 equip) and sodium hydride (52.3 mg, 1.31 mmol, 2.00 equip, 60%). To the resulting mixture was then added 2-bromoacetamide (108 mg, 0.78 mmol, 1.20 equip). The resulting solution was stirred for 2 h at room temperature. The reaction was then quenched by the addition of water (200 mL). The resulting solution was e... The reagents and catalysts are [C].[Pd] (palladium-carbon). Product: NC=1C=C(C=CC1)CCC=1SC(=C(N1)CC)C (2-[2-(3-aminophenyl)ethyl]-4-ethyl-5-methylthiazole). Reported procedure: An amount of 1.0 g of 2-(3-aminostyryl)-4-ethyl-5-methylthiazole and 200 mg of 5% palladium-carbon were added to 20 ml of ethanol and catalytic reduction was carried out in a hydrogen gas atmosphere at room temperature and normal pressure for 12 hours. After the reaction mixture was filtered, the solvent was evaporated under reduced pressure to give 0.90 g (yield 90%) of the title compound as pale yellow crystals. As a reaction SMILES: [NH2:1][C:2]1[CH:3]=[C:4]([CH:15]=[CH:16][CH:17]=1)[CH:5]=[CH:6][C:7]1[S:8][C:9]([CH3:14])=[C:10]([CH2:12][CH3:13])[N:11]=1.[H][H]>[C].[Pd].C(O)C>[NH2:1][C:2]1[CH:3]=[C:4]([CH2:5][CH2:6][C:7]2[S:8][C:9]([CH3:14])=[C:10]([CH2:12][CH3:13])[N:11]=2)[CH:15]=[CH:16][CH:17]=1 |f:2.3|. Solvent: C(C)O (ethanol). Isolated yield 89.3%. Starting materials: NC=1C=C(C=CC=2SC(=C(N2)CC)C)C=CC1 (2-(3-aminostyryl)-4-ethyl-5-methylthiazole), [H][H] (hydrogen). Conditions: time 12 hour.